This data is from the Open Reaction Database (ORD), a public repository of structured organic reaction records. The task is: describe an organic reaction: reactants, conditions, products, and yield The reactants are C1(CCCCC1)[C@@H]1C[C@H](N(C1)C(=O)OC(C)(C)C)C=O ((2S,4S)-tert-butyl 4-cyclohexyl-2-formylpyrrolidine-1-carboxylate), C2, N1CCCC1 (pyrrolidine), C(C)(C)[N-]C(C)C.[Li+] (Lithium diisopropylamide), ClC=1C=NC=C(C1)Cl (3,5-dichloropyridine). Procedure: Lithium diisopropylamide (2.0 M solution in heptane/THF/ethylbenzene, 3.51 mL, 7.02 mmol) was added to 3,5-dichloropyridine (820 mg, 5.54 mmol) dissolved in THF (15 mL) cooled at −78° C. and stirred at this temperature for 1 h. (2S,4S)-tert-butyl 4-cyclohexyl-2-formylpyrrolidine-1-carboxylate (1.04 g, 3.70 mmol) and its epimer at C2 of the pyrrolidine in THF (11 mL) was added and the solution was removed from the cooling bath and allowed to warm to room temperature and stirred for 2 h. The solut... Reaction conditions: temperature -78 celsius, time 2 hour. Reaction SMILES: C([N-]C(C)C)(C)C.[Li+].[Cl:9][C:10]1[CH:11]=[N:12][CH:13]=[C:14]([Cl:16])[CH:15]=1.[CH:17]1([C@H:23]2[CH2:27][N:26]([C:28]([O:30][C:31]([CH3:34])([CH3:33])[CH3:32])=[O:29])[C@H:25]([CH:35]=[O:36])[CH2:24]2)[CH2:22][CH2:21][CH2:20][CH2:19][CH2:18]1.N1CCCC1>C1COCC1>[CH:17]1([C@H:23]2[CH2:27][N:26]([C:28]([O:30][C:31]([CH3:32])([CH3:33])[CH3:34])=[O:29])[C@H:25]([C@H:35]([C:15]3[C:14]([Cl:16])=[CH:13][N:12]=[CH:11][C:10]=3[Cl:9])[OH:36])[CH2:24]2)[CH2:18][CH2:19][CH2:20][CH2:21][CH2:22]1 |f:0.1|. The solvent is C1CCOC1 (THF), C1CCOC1 (THF). The product is C1(CCCCC1)[C@@H]1C[C@H](N(C1)C(=O)OC(C)(C)C)[C@@H](O)C1=C(C=NC=C1Cl)Cl ((2S,4S)-tert-butyl 4-cyclohexyl-2-((S)-(3,5-dichloropyridin-4-yl)(hydroxy)methyl)pyrrolidine-1-carboxylate). Yield: 75.4%. Starting materials: solid, Cl.O1COC2=C1C=CC=C2C2CCN(CC2)CC[C@@H]2CC[C@H](CC2)N (Trans-4-[2-(4-Benzo[1,3]dioxol-4-yl-piperidin-1-yl)-ethyl]-cyclohexylamine hydrochloride), Cl.O1COC2=C1C=CC=C2C2CCN(CC2)CC[C@@H]2CC[C@H](CC2)N (Trans-4-[2-(4-Benzo[1,3]dioxol-4-yl-piperidin-1-yl)-ethyl]-cyclohexylamine hydrochloride), C(#N)C1=CC=C(C(=O)O)C=C1 (4-cyanobenzoic acid). Product: O1COC2=C1C=CC=C2C2CCN(CC2)CC[C@@H]2CC[C@H](CC2)NC(C2=CC=C(C=C2)C#N)=O (Trans-N-{4-[2-(4-Benzo[1,3]dioxol-4-yl-piperidin-1-yl)-ethyl]-cyclohexyl}-4-cyano-benzamide). As a reaction SMILES: Cl.[O:2]1[C:6]2[CH:7]=[CH:8][CH:9]=[C:10]([CH:11]3[CH2:16][CH2:15][N:14]([CH2:17][CH2:18][C@H:19]4[CH2:24][CH2:23][C@H:22]([NH2:25])[CH2:21][CH2:20]4)[CH2:13][CH2:12]3)[C:5]=2[O:4][CH2:3]1.[C:26]([C:28]1[CH:36]=[CH:35][C:31]([C:32](O)=[O:33])=[CH:30][CH:29]=1)#[N:27]>>[O:2]1[C:6]2[CH:7]=[CH:8][CH:9]=[C:10]([CH:11]3[CH2:16][CH2:15][N:14]([CH2:17][CH2:18][C@H:19]4[CH2:20][CH2:21][C@H:22]([NH:25][C:32](=[O:33])[C:31]5[CH:35]=[CH:36][C:28]([C:26]#[N:27])=[CH:29][CH:30]=5)[CH2:23][CH2:24]4)[CH2:13][CH2:12]3)[C:5]=2[O:4][CH2:3]1 |f:0.1|. Procedure details: The title compound, white solid (24.9 mg, 67.7%), MS (ISP) m/z=460.4 [(M+H)+], was prepared in accordance with the general method of example 1 from Trans-4-[2-(4-Benzo[1,3]dioxol-4-yl-piperidin-1-yl)-ethyl]-cyclohexylamine hydrochloride (intermediate A) (29.4 mg, 0.080 mmol) and 4-cyanobenzoic acid. Reactants: ClC=1C(=C(CBr)C(=CC1)Cl)C (3,6-dichloro-2-methylbenzyl bromide), C[N+]1(CCOCC1)[O-] (N-methylmorpholine N-oxide). Solvent: C(C)#N (acetonitrile), C(C)#N (acetonitrile). Run at temperature 4 celsius, time 1 hour. Product: ClC=1C(=C(C=O)C(=CC1)Cl)C (3,6-dichloro-2-methylbenzaldehyde). RXN SMILES: [Cl:1][C:2]1[C:3]([CH3:11])=[C:4]([C:7]([Cl:10])=[CH:8][CH:9]=1)[CH2:5]Br.C[N+]1([O-])CC[O:16]CC1>C(#N)C>[Cl:1][C:2]1[C:3]([CH3:11])=[C:4]([C:7]([Cl:10])=[CH:8][CH:9]=1)[CH:5]=[O:16]. Procedure: 67.4 g (0.19 mol) of 72.2% pure 3,6-dichloro-2-methylbenzyl bromide is initially charged in 280 ml of acetonitrile. At 0-5° C., a solution of 54.0 g (0.46 mol) of N-methylmorpholine N-oxide and 280 ml of acetonitrile is added over a period of 25 min, and the mixture is stirred at 0-8° C. for 1 h. The precipitate is filtered off with suction and taken up in 280 ml of acetonitrile, and 250 g (0.42 mol) of 20% strength NMO in acetonitrile are then added at 40° C. The reaction mixture is stirred at ...